From a dataset of the Open Reaction Database (ORD), a public repository of structured organic reaction records. describe an organic reaction: reactants, conditions, products, and yield The reactants are FC1=C(C(=O)NC2=C(C(=O)OC(C)(C)C)C=CC(=C2)OC2=CC=CC=C2)C=CC=C1 (tert-butyl 2-(2-fluorobenzamido)-4-phenoxybenzoate). The solvent is FC(C(=O)O)(F)F (trifluoroacetic acid). Conditions: time 2 hour. Product: FC1=C(C(=O)NC2=C(C(=O)O)C=CC(=C2)OC2=CC=CC=C2)C=CC=C1 (2-(2-fluorobenzamido)-4-phenoxybenzoic acid). Reaction SMILES: [F:1][C:2]1[CH:30]=[CH:29][CH:28]=[CH:27][C:3]=1[C:4]([NH:6][C:7]1[CH:19]=[C:18]([O:20][C:21]2[CH:26]=[CH:25][CH:24]=[CH:23][CH:22]=2)[CH:17]=[CH:16][C:8]=1[C:9]([O:11]C(C)(C)C)=[O:10])=[O:5]>FC(F)(F)C(O)=O>[F:1][C:2]1[CH:30]=[CH:29][CH:28]=[CH:27][C:3]=1[C:4]([NH:6][C:7]1[CH:19]=[C:18]([O:20][C:21]2[CH:26]=[CH:25][CH:24]=[CH:23][CH:22]=2)[CH:17]=[CH:16][C:8]=1[C:9]([OH:11])=[O:10])=[O:5]. Procedure: 10 mL of trifluoroacetic acid was added to the obtained tert-butyl 2-(2-fluorobenzamido)-4-phenoxybenzoate and stirred at room temperature for 2 hours. The solvent was evaporated under reduced pressure and diisopropyl ether was added to the obtained residue and a solid substance was separated by filtration to obtain 30 mg of 2-(2-fluorobenzamido)-4-phenoxybenzoic acid as white solid. Reactants: ClC1=NC=C(C(=N1)Cl)F (2,4-dichloro-5-fluoropyrimidine), NC=1C=C(OCCO)C=CC1 (2-(3-aminophenoxy)ethanol). Product: OCCOC=1C=C(C=CC1)NC1=NC=C(C(=N1)NC1=CC(=CC=C1)OCCO)F (N2,N4-bis[3-(2-hydroxyethoxy)phenyl]-5-fluoro-2,4-pyrimidinediamine). RXN SMILES: Cl[C:2]1[N:7]=[C:6](Cl)[C:5]([F:9])=[CH:4][N:3]=1.[NH2:10][C:11]1[CH:12]=[C:13]([CH:18]=[CH:19][CH:20]=1)[O:14][CH2:15][CH2:16][OH:17]>>[OH:17][CH2:16][CH2:15][O:14][C:13]1[CH:12]=[C:11]([NH:10][C:2]2[N:7]=[C:6]([NH:10][C:11]3[CH:20]=[CH:19][CH:18]=[C:13]([O:14][CH2:15][CH2:16][OH:17])[CH:12]=3)[C:5]([F:9])=[CH:4][N:3]=2)[CH:20]=[CH:19][CH:18]=1. Reported procedure: In like manner to the preparation of N2,N4-bis(3-hydroxyphenyl)-5-fluoro-2,4-pyrimidinediamine, 2,4-dichloro-5-fluoropyrimidine and 2-(3-aminophenoxy)ethanol were reacted to produce N2,N4-bis[3-(2-hydroxyethoxy)phenyl]-5-fluoro-2,4-pyrimidinediamine. The reactants are Cc1ccc(Oc2ccc(Nc3ncnc4ccc(NC5=NC6CN(C(=O)OC(C)(C)C)CC6O5)cc34)cc2C)cn1, ClCCl, O=C(O)C(F)(F)F. Yields the product Cc1ccc(Oc2ccc(Nc3ncnc4ccc(NC5=NC6CNCC6O5)cc34)cc2C)cn1. As a reaction SMILES: [C:1]([O:2][C:3](=[O:4])[N:8]1[CH2:9][CH:10]2[N:11]=[C:12]([NH:16][c:17]3[cH:18][c:19]4[c:20]([NH:27][c:28]5[cH:29][c:30]([CH3:42])[c:31]([O:34][c:35]6[cH:36][n:37][c:38]([CH3:41])[cH:39][cH:40]6)[cH:32][cH:33]5)[n:21][cH:22][n:23][c:24]4[cH:25][cH:26]3)[O:13][CH:14]2[CH2:15]1)([CH3:5])([CH3:6])[CH3:7].[CH2:50]([Cl:51])[Cl:52].[F:43][C:44]([F:45])([F:46])[C:47]([OH:48])=[O:49]>>[NH:8]1[CH2:9][CH:10]2[N:11]=[C:12]([NH:16][c:17]3[cH:18][c:19]4[c:20]([NH:27][c:28]5[cH:29][c:30]([CH3:42])[c:31]([O:34][c:35]6[cH:36][n:37][c:38]([CH3:41])[cH:39][cH:40]6)[cH:32][cH:33]5)[n:21][cH:22][n:23][c:24]4[cH:25][cH:26]3)[O:13][CH:14]2[CH2:15]1. The reactants are N1C=NC(=C1)C(=O)NN (imidazole-4-carboxylic acid hydrazide), C(CCC)(OC)(OC)OC (trimethyl orthobutyrate). Run in C(C)O (ethanol). Yields the product C(CC)C1=NNC(C=2N1C=NC2)=O (4-n-Propyl-imidazo[1,5-d]-as-triazin-1(2H)-one). RXN SMILES: [NH:1]1[CH:5]=[C:4]([C:6]([NH:8][NH2:9])=[O:7])[N:3]=[CH:2]1.[C:10](OC)(OC)(OC)[CH2:11][CH2:12][CH3:13]>C(O)C>[CH2:11]([C:10]1[N:3]2[CH:2]=[N:1][CH:5]=[C:4]2[C:6](=[O:7])[NH:8][N:9]=1)[CH2:12][CH3:13]. Procedure: A mixture of 3.8 gm. of imidazole-4-carboxylic acid hydrazide, 30 ml. of trimethyl orthobutyrate and 150 ml. of ethanol is refluxed overnight. The mixture is evaporated giving a solid which is washed with petroleum ether and filtered. This solid is combined with 100 ml. of diphenyl ether and heated at 240°-250° C. for 15 minutes. The mixture is cooled, petroleum ether is added and the mixture is filtered. The solid is triturated with hot petroleum ether and filtered giving the desired product, m...